Dataset: the Open Reaction Database (ORD), a public repository of structured organic reaction records. Task: describe an organic reaction: reactants, conditions, products, and yield Starting materials: Cc1cccnc1C(=O)Nc1c[nH]c2ncc(Br)c(F)c12, CCCCO, CC(C)(C)OC(=O)NC1CCCNC1. Yields the product Cc1cccnc1C(=O)Nc1c[nH]c2ncc(Br)c(N3CCCC(NC(=O)OC(C)(C)C)C3)c12. As a reaction SMILES: [Br:1][c:2]1[c:3]([F:21])[c:4]2[c:5]([n:6][cH:7]1)[nH:8][cH:9][c:10]2[NH:11][C:12]([c:13]1[n:14][cH:15][cH:16][cH:17][c:18]1[CH3:19])=[O:20].[CH2:36]([OH:37])[CH2:38][CH2:39][CH3:40].[NH:22]1[CH2:23][CH:24]([NH:28][C:29]([O:30][C:31]([CH3:32])([CH3:33])[CH3:34])=[O:35])[CH2:25][CH2:26][CH2:27]1>>[Br:1][c:2]1[c:3]([N:22]2[CH2:23][CH:24]([NH:28][C:29]([O:30][C:31]([CH3:32])([CH3:33])[CH3:34])=[O:35])[CH2:25][CH2:26][CH2:27]2)[c:4]2[c:5]([n:6][cH:7]1)[nH:8][cH:9][c:10]2[NH:11][C:12]([c:13]1[n:14][cH:15][cH:16][cH:17][c:18]1[CH3:19])=[O:20]. Reactants: C(=O)[O-].[NH4+] (ammonium formate), C(=O)[O-].[NH4+] (ammonium formate), C(C1=CC=CC=C1)OC=1C=C(C=C(C1)OCC1=CC=CC=C1)[C@H](CNCCC1=CC=C(OCCCCC2=CC(=C(C=C2)O)[C@H](CCN(C(C)C)C(C)C)C2=CC=CC=C2)C=C1)O[Si](C)(C)C(C)(C)C (4-{4-[4-(2-{[(2R)-2-[3,5-bis(benzyloxy)phenyl]-2-{[tert-butyl(dimethyl)silyl]oxy}ethyl]amino}ethyl)phenoxy]butyl}-2-[(1R)-3-(diisopropylamino)-1-phenylpropyl]phenol), C(=O)[O-].[NH4+] (ammonium formate). Reagents/catalysts: [OH-].[OH-].[Pd+2] (palladium hydroxide on carbon), [OH-].[OH-].[Pd+2] (palladium hydroxide on carbon), [OH-].[OH-].[Pd+2] (palladium hydroxide on carbon). The solvent is CO (methanol). Reaction conditions: temperature 70 celsius, time 1 hour. Yields the product [Si](C)(C)(C(C)(C)C)O[C@@H](CNCCC1=CC=C(C=C1)OCCCCC1=CC(=C(C=C1)O)[C@H](CCN(C(C)C)C(C)C)C1=CC=CC=C1)C=1C=C(C=C(C1)O)O (5-[(1R)-1-{[tert-butyl(dimethyl)silyl]oxy}-2-({2-[4-(4-{3-[(1R)-3-(diisopropylamino)-1-phenylpropyl]-4-hydroxyphenyl}butoxy)phenyl]ethyl}amino)ethyl]benzene-1,3-diol). RXN SMILES: C([O:8][C:9]1[CH:10]=[C:11]([C@@H:23]([O:62][Si:63]([C:66]([CH3:69])([CH3:68])[CH3:67])([CH3:65])[CH3:64])[CH2:24][NH:25][CH2:26][CH2:27][C:28]2[CH:61]=[CH:60][C:31]([O:32][CH2:33][CH2:34][CH2:35][CH2:36][C:37]3[CH:42]=[CH:41][C:40]([OH:43])=[C:39]([C@@H:44]([C:54]4[CH:59]=[CH:58][CH:57]=[CH:56][CH:55]=4)[CH2:45][CH2:46][N:47]([CH:51]([CH3:53])[CH3:52])[CH:48]([CH3:50])[CH3:49])[CH:38]=3)=[CH:30][CH:29]=2)[CH:12]=[C:13]([O:15]CC2C=CC=CC=2)[CH:14]=1)C1C=CC=CC=1.C([O-])=O.[NH4+]>CO.[OH-].[OH-].[Pd+2]>[Si:63]([O:62][C@H:23]([C:11]1[CH:12]=[C:13]([OH:15])[CH:14]=[C:9]([OH:8])[CH:10]=1)[CH2:24][NH:25][CH2:26][CH2:27][C:28]1[CH:61]=[CH:60][C:31]([O:32][CH2:33][CH2:34][CH2:35][CH2:36][C:37]2[CH:42]=[CH:41][C:40]([OH:43])=[C:39]([C@@H:44]([C:54]3[CH:55]=[CH:56][CH:57]=[CH:58][CH:59]=3)[CH2:45][CH2:46][N:47]([CH:48]([CH3:50])[CH3:49])[CH:51]([CH3:53])[CH3:52])[CH:38]=2)=[CH:30][CH:29]=1)([C:66]([CH3:69])([CH3:67])[CH3:68])([CH3:65])[CH3:64] |f:1.2,4.5.6|. Procedure details: 4-{4-[4-(2-{[(2R)-2-[3,5-bis(benzyloxy)phenyl]-2-{[tert-butyl(dimethyl)silyl]oxy}ethyl]amino}ethyl)phenoxy]butyl}-2-[(1R)-3-(diisopropylamino)-1-phenylpropyl]phenol (Preparation 33, 720 mg, 0.76 mmol), ammonium formate (960 mg, 15.0 mmol) and 20% palladium hydroxide on carbon (110 mg) were mixed in methanol (8 ml) and stirred at 70° C. for 1 hour under nitrogen. Further ammonium formate (300 mg, 4.75 mmol) and 20% palladium hydroxide on carbon (30 mg) were then added and heating continued at 70°... Reactants: Cl.O1CCC(CC1)C(OCC)=N (Ethyl tetrahydro-2H-pyran-4-carbimidate hydrochloride), N1=CC=CC=C1 (Pyridine), ClC(=O)OCC (Ethyl chloroformate). Run in C(Cl)Cl (DCM), CCCCCC.CCOC(=O)C (hexane EtOAc). Reaction conditions: temperature 0 celsius, time 15 minute. The product is C(C)OC(=O)N=C(OCC)C1CCOCC1 (ethyl N-ethoxycarbonyltetrahydro-2H-pyran-4-carbimidate). Isolated yield 92.4%. As a reaction SMILES: Cl.[O:2]1[CH2:7][CH2:6][CH:5]([C:8](=[NH:12])[O:9][CH2:10][CH3:11])[CH2:4][CH2:3]1.N1C=CC=CC=1.Cl[C:20]([O:22][CH2:23][CH3:24])=[O:21]>C(Cl)Cl.CCCCCC.CCOC(C)=O>[CH2:23]([O:22][C:20]([N:12]=[C:8]([CH:5]1[CH2:6][CH2:7][O:2][CH2:3][CH2:4]1)[O:9][CH2:10][CH3:11])=[O:21])[CH3:24] |f:0.1,5.6|. Reported procedure: Ethyl tetrahydro-2H-pyran-4-carbimidate hydrochloride (1.646 g, 8.50 mmol) was suspended in DCM (21.25 mL) and cooled to 0° C. Pyridine (3.09 mL, 38.2 mmol) was added and the solution was stirred for 15 min. Ethyl chloroformate (1.384 g, 12.75 mmol) was added dropwise. The reaction mixture was allowed to warm to RT and stir overnight. The reaction mixture was diluted with 50% hexane/EtOAc and the resulting suspension was filtered through a plug of diatomaceous earth. The filtrate was concentrate... Starting materials: C1(CCCCC1)O (cyclohexanol), CC1(OB(OC1(C)C)C=1C=NNC1)C (4-(4,4,5,5-tetramethyl-1,3,2-dioxaborolan-2-yl)-1H-pyrazole), CN(C=1C=C(C=CC1)CO)C ((3-(dimethylamino)phenyl)methanol), BrC=1C(=C(C=CC1)O)Cl (3-bromo-2-chlorophenol). Yields the product BrC1=C(C(=CC=C1)OC1CCCCC1)Cl (1-bromo-2-chloro-3-(cyclohexyloxy)benzene). RXN SMILES: C1(O)CCCCC1.CN(C)[C:10]1[CH:11]=[C:12](CO)[CH:13]=[CH:14][CH:15]=1.[Br:19][C:20]1[C:21]([Cl:27])=[C:22]([OH:26])[CH:23]=[CH:24][CH:25]=1.CC1(C)C(C)(C)OB(C2C=NNC=2)O1>>[Br:19][C:20]1[CH:25]=[CH:24][CH:23]=[C:22]([O:26][CH:10]2[CH2:11][CH2:12][CH2:13][CH2:14][CH2:15]2)[C:21]=1[Cl:27]. Reported procedure: The title compound was prepared by substituting for cyclohexanol for (3-(dimethylamino)phenyl)methanol and 3-bromo-2-chlorophenol for 4-(4,4,5,5-tetramethyl-1,3,2-dioxaborolan-2-yl)-1H-pyrazole in EXAMPLE 34A.